Task: describe an organic reaction: reactants, conditions, products, and yield. Dataset: the Open Reaction Database (ORD), a public repository of structured organic reaction records Reactants: CC(C)(C)OC(=O)C1CSC(c2ccccc2F)N1, Cc1cccc(NC(=O)NCC(=O)O)c1, CCCCCCC, C(=NC1CCCCC1)=NC1CCCCC1. Product: Cc1cccc(NC(=O)NCC(=O)N2C(C(=O)OC(C)(C)C)CSC2c2ccccc2F)c1. Reaction SMILES: [C:1]([CH3:2])([CH3:3])([CH3:4])[O:5][C:6](=[O:7])[CH:8]1[NH:9][CH:10]([c:13]2[c:14]([F:19])[cH:15][cH:16][cH:17][cH:18]2)[S:11][CH2:12]1.[CH3:20][c:21]1[cH:22][c:23]([NH:27][C:28]([NH:29][CH2:30][C:31](=[O:32])[OH:33])=[O:34])[cH:24][cH:25][cH:26]1.[CH3:50][CH2:51][CH2:52][CH2:53][CH2:54][CH2:55][CH3:56].[CH:35]1([N:36]=[C:37]=[N:38][CH:39]2[CH2:40][CH2:41][CH2:42][CH2:43][CH2:44]2)[CH2:45][CH2:46][CH2:47][CH2:48][CH2:49]1>>[C:1]([CH3:2])([CH3:3])([CH3:4])[O:5][C:6](=[O:7])[CH:8]1[N:9]([C:31]([CH2:30][NH:29][C:28]([NH:27][c:23]2[cH:22][c:21]([CH3:20])[cH:26][cH:25][cH:24]2)=[O:34])=[O:32])[CH:10]([c:13]2[c:14]([F:19])[cH:15][cH:16][cH:17][cH:18]2)[S:11][CH2:12]1. The reactants are O=C([O-])[O-], COS(=O)(=O)OC, CC(C)=O, Cl, [K+], [K+], O, CN1C(=O)c2c(F)c(O)c(F)c(F)c2C1=O. Yields the product COc1c(F)c(F)c2c(c1F)C(=O)N(C)C2=O. Reaction SMILES: [C:17](=[O:18])([O-:19])[O-:20].[CH3:23][O:24][S:25]([O:26][CH3:27])(=[O:28])=[O:29].[CH3:32][C:33](=[O:34])[CH3:35].[ClH:30].[K+:21].[K+:22].[OH2:31].[OH:1][c:2]1[c:3]([F:16])[c:4]2[c:5]([c:12]([F:15])[c:13]1[F:14])[C:6](=[O:7])[N:8]([CH3:11])[C:9]2=[O:10]>>[O:1]([c:2]1[c:3]([F:16])[c:4]2[c:5]([c:12]([F:15])[c:13]1[F:14])[C:6](=[O:7])[N:8]([CH3:11])[C:9]2=[O:10])[CH3:17]. Starting materials: FC(C1=CC(=NC=2N1N=CC2C#C)C2=CC=C(C=C2)C(F)(F)F)F (7-Difluoromethyl-3-ethynyl-5-(4-trifluoromethyl-phenyl)-pyrazolo[1,5-a]pyrimidine), BrC=1C=C(C=CC1)S(=O)(=O)NC(CO)(C)CO (3-Bromo-N-(2-hydroxy-1-hydroxymethyl-1-methyl-ethyl)-benzenesulfonamide). Yields the product FC(C1=CC(=NC=2N1N=CC2C#CC=2C=C(C=CC2)S(=O)(=O)NC(CO)(C)CO)C2=CC=C(C=C2)C(F)(F)F)F (3-[7-Difluoromethyl-5-(4-trifluoromethyl-phenyl)-pyrazolo[1,5-a]pyrimidin-3-ylethynyl]-N-(2-hydroxy-1-hydroxymethyl-1-methyl-ethyl)-benzenesulfonamide), solid. Isolated yield 41.0%. As a reaction SMILES: [F:1][CH:2]([F:24])[C:3]1[N:8]2[N:9]=[CH:10][C:11]([C:12]#[CH:13])=[C:7]2[N:6]=[C:5]([C:14]2[CH:19]=[CH:18][C:17]([C:20]([F:23])([F:22])[F:21])=[CH:16][CH:15]=2)[CH:4]=1.Br[C:26]1[CH:27]=[C:28]([S:32]([NH:35][C:36]([CH2:40][OH:41])([CH3:39])[CH2:37][OH:38])(=[O:34])=[O:33])[CH:29]=[CH:30][CH:31]=1>>[F:24][CH:2]([F:1])[C:3]1[N:8]2[N:9]=[CH:10][C:11]([C:12]#[C:13][C:26]3[CH:27]=[C:28]([S:32]([NH:35][C:36]([CH2:40][OH:41])([CH3:39])[CH2:37][OH:38])(=[O:34])=[O:33])[CH:29]=[CH:30][CH:31]=3)=[C:7]2[N:6]=[C:5]([C:14]2[CH:19]=[CH:18][C:17]([C:20]([F:23])([F:22])[F:21])=[CH:16][CH:15]=2)[CH:4]=1. Procedure details: The title compound was prepared from 7-Difluoromethyl-3-ethynyl-5-(4-trifluoromethyl-phenyl)-pyrazolo[1,5-a]pyrimidine (example C.2)(340 mg, 1.0 mmol) and 3-Bromo-N-(2-hydroxy-1-hydroxymethyl-1-methyl-ethyl)-benzenesulfonamide (example B.9) (294 mg, 1.0 mmol) according to general procedure II. Obtained as a yellow solid (240 mg, 41%). MS (ISP) 581.2[(M+H)+]; mp 172-174° C. Reactants: O=C1CC[C@H](N1)C(=O)NC1=CC=C(C=C1)C1=NC=C(C(=N1)O)C(=O)O (2-[4-[(5-oxo-L-prolyl)amino]phenyl]-4-hydroxy-5-pyrimidine carboxylic acid), C(=O)(N1C=NC=C1)N1C=NC=C1 (carbonyldiimidazole), CN(C=O)C (dimethylformamide), C(C)#N (Acetonitrile). Solvent: CCOCC (ether). Run at time 16 hour. Yields the product [N-]1C=NC=C1.O=C1CC[C@H](N1)C(=O)NC1=CC=C(C=C1)C1=NC=C(C(=N1)O)C(=O)O (2-[4-[(5-Oxo-L-prolyl)amino]phenyl]-4-hydroxy-5-pyrimidine carboxylic acid imidazolide). Yield: 96.8%. Reaction SMILES: [O:1]=[C:2]1[NH:6][C@H:5]([C:7]([NH:9][C:10]2[CH:15]=[CH:14][C:13]([C:16]3[N:21]=[C:20]([OH:22])[C:19]([C:23]([OH:25])=[O:24])=[CH:18][N:17]=3)=[CH:12][CH:11]=2)=[O:8])[CH2:4][CH2:3]1.C(N1C=CN=C1)(N1C=CN=C1)=O.CN(C)C=O.C(#N)C>CCOCC>[N-:21]1[CH:20]=[CH:19][N:17]=[CH:16]1.[O:1]=[C:2]1[NH:6][C@H:5]([C:7]([NH:9][C:10]2[CH:11]=[CH:12][C:13]([C:16]3[N:21]=[C:20]([OH:22])[C:19]([C:23]([OH:25])=[O:24])=[CH:18][N:17]=3)=[CH:14][CH:15]=2)=[O:8])[CH2:4][CH2:3]1 |f:5.6|. Procedure: A mixture of 13.3 g (38.85 mmol) of the above pyrimidine acid, 12.59 g (77.7 mmol) of carbonyldiimidazole and 100 ml of dimethylformamide is stirred at 54°-59° C. for 1/2 hr and at room temperature for 16 hrs. Acetonitrile (100 ml) and ether (100 ml) are added to the reaction solution. The precipitated solid is filtered, washed with ether, and dried to yield 7.7 g of the title imidazolide. Reactants: CCCCN1CCC(N2C(=O)c3ccc([N+](=O)[O-])cc3C2=O)CC1, CC(=O)O, Cl, [H][H]. The product is CCCCN1CCC(N2C(=O)c3ccc(N)cc3C2=O)CC1. Reaction SMILES: [CH2:2]([CH2:3][CH2:4][CH3:5])[N:6]1[CH2:7][CH2:8][CH:9]([N:12]2[C:13](=[O:25])[c:14]3[c:15]([cH:18][c:19]([N+:22]([O-:23])=[O:24])[cH:20][cH:21]3)[C:16]2=[O:17])[CH2:10][CH2:11]1.[CH3:28][C:29](=[O:30])[OH:31].[ClH:1].[H:26][H:27]>>[CH2:2]([CH2:3][CH2:4][CH3:5])[N:6]1[CH2:7][CH2:8][CH:9]([N:12]2[C:13](=[O:25])[c:14]3[c:15]([cH:18][c:19]([NH2:22])[cH:20][cH:21]3)[C:16]2=[O:17])[CH2:10][CH2:11]1. Reactants: C=C(COC1CCC(OCc2ccccc2)CC1F)c1ccccc1, ClCCl, CO, c1ccc(P(c2ccccc2)c2ccccc2)cc1. Yields the product O=C(COC1CCC(OCc2ccccc2)CC1F)c1ccccc1. RXN SMILES: [CH2:3]([c:4]1[cH:5][cH:6][cH:7][cH:8][cH:9]1)[O:10][CH:11]1[CH2:12][CH:13]([F:27])[CH:14]([O:17][CH2:18][C:19](=[CH2:20])[c:21]2[cH:22][cH:23][cH:24][cH:25][cH:26]2)[CH2:15][CH2:16]1.[CH2:47]([Cl:48])[Cl:49].[CH3:1][OH:2].[c:28]1([P:29]([c:30]2[cH:31][cH:32][cH:33][cH:34][cH:35]2)[c:36]2[cH:37][cH:38][cH:39][cH:40][cH:41]2)[cH:42][cH:43][cH:44][cH:45][cH:46]1>>[O:2]=[C:19]([CH2:18][O:17][CH:14]1[CH:13]([F:27])[CH2:12][CH:11]([O:10][CH2:3][c:4]2[cH:5][cH:6][cH:7][cH:8][cH:9]2)[CH2:16][CH2:15]1)[c:21]1[cH:22][cH:23][cH:24][cH:25][cH:26]1. The reactants are ClCCl, COc1ccc(C(=O)O)c(O)c1, CCN(C(C)C)C(C)C, COCCl, Cl, [Na+], [OH-], O. Yields the product COc1ccc(C(=O)O)c(OC)c1. Reaction SMILES: [CH2:29]([Cl:30])[Cl:31].[CH3:1][O:2][c:3]1[cH:4][c:5]([OH:12])[c:6]([C:7](=[O:8])[OH:9])[cH:10][cH:11]1.[CH:13]([N:14]([CH2:15][CH3:16])[CH:17]([CH3:18])[CH3:19])([CH3:20])[CH3:21].[Cl:22][CH2:23][O:24][CH3:25].[ClH:28].[Na+:27].[OH-:26].[OH2:32]>>[CH3:1][O:2][c:3]1[cH:4][c:5]([O:12][CH3:13])[c:6]([C:7](=[O:8])[OH:9])[cH:10][cH:11]1.